Dataset: the Open Reaction Database (ORD), a public repository of structured organic reaction records. Task: describe an organic reaction: reactants, conditions, products, and yield Reaction SMILES: [C:16]([CH3:17])([CH3:18])([CH3:19])[n:20]1[n:21][cH:22][c:23]([SH:28])[c:24]([Cl:27])[c:25]1=[O:26].[C:29](=[O:30])([O-:31])[O-:32].[CH3:35][N:36]([CH3:37])[CH:38]=[O:39].[Cl:1][C:2](=[CH:3][c:4]1[cH:5][cH:6][c:7]([CH2:8][Br:9])[cH:10][cH:11]1)[C:12]([F:13])([F:14])[F:15].[K+:33].[K+:34]>>[Cl:1][C:2](=[CH:3][c:4]1[cH:5][cH:6][c:7]([CH2:8][S:28][c:23]2[cH:22][n:21][n:20]([C:16]([CH3:17])([CH3:18])[CH3:19])[c:25](=[O:26])[c:24]2[Cl:27])[cH:10][cH:11]1)[C:12]([F:13])([F:14])[F:15]. The product is CC(C)(C)n1ncc(SCc2ccc(C=C(Cl)C(F)(F)F)cc2)c(Cl)c1=O. Reactants: CC(C)(C)n1ncc(S)c(Cl)c1=O, O=C([O-])[O-], CN(C)C=O, FC(F)(F)C(Cl)=Cc1ccc(CBr)cc1, [K+], [K+].